From a dataset of the Open Reaction Database (ORD), a public repository of structured organic reaction records. describe an organic reaction: reactants, conditions, products, and yield Reactants: C(=O)(O)[O-].[Na+] (NaHCO3), C1(=CC=C(C=C1)S(=O)(=O)O)C (p-Toluenesulfonic acid), C(C1=CC=CC=C1)OCCCCC1(OCC(CCC1)=O)C (2-(4'-benzyloxybutyl)-2-methyl-oxepan-6-one), C(CO)O (ethylene glycol). The solvent is C1=CC=CC=C1 (benzene). Yields the product C(C1=CC=CC=C1)OCCCCC1(OCC2(CCC1)OCCO2)C (2-(4'-benzyloxybutyl)-6,6-ethylenedioxy-2-methyloxepane). Isolated yield 99.0%. RXN SMILES: C1(C)C=CC(S(O)(=O)=O)=CC=1.[CH2:12]([O:19][CH2:20][CH2:21][CH2:22][CH2:23][C:24]1([CH3:32])[CH2:30][CH2:29][CH2:28][C:27](=[O:31])[CH2:26][O:25]1)[C:13]1[CH:18]=[CH:17][CH:16]=[CH:15][CH:14]=1.[CH2:33](O)[CH2:34][OH:35].C([O-])(O)=O.[Na+]>C1C=CC=CC=1>[CH2:12]([O:19][CH2:20][CH2:21][CH2:22][CH2:23][C:24]1([CH3:32])[CH2:30][CH2:29][CH2:28][C:27]2([O:35][CH2:34][CH2:33][O:31]2)[CH2:26][O:25]1)[C:13]1[CH:14]=[CH:15][CH:16]=[CH:17][CH:18]=1 |f:3.4|. Reported procedure: p-Toluenesulfonic acid (200 mg) is added to a solution of 2-(4'-benzyloxybutyl)-2-methyl-oxepan-6-one (5.9 g, 0.021 mol), ethylene glycol (30 ml) and dry benzene (200 ml) and the mixture is refluxed for 17 hours in a nitrogen atmosphere with a Dean-Stark apparatus. The solution is cooled and poured into a satd. NaHCO3 solution. The benzene layer is separated and the aqueous phase is extracted with ether (3×50 ml). The organic layers are combined, dried (MgSO4) and the solvents removed at reduced... The reactants are FC1=CC=C(OC2=CC=C(C=C2)S(=O)(=O)O)C=C1 (4-(4-fluorophenoxy)benzenesulphonic acid), S(=O)(Cl)Cl (thionyl chloride). Run in CN(C)C=O (DMF). Conditions: time 6 hour. Product: FC1=CC=C(OC2=CC=C(C=C2)S(=O)(=O)Cl)C=C1 (4-(4-Fluoro-phenoxy)-benzenesulphonyl chloride). RXN SMILES: [F:1][C:2]1[CH:18]=[CH:17][C:5]([O:6][C:7]2[CH:12]=[CH:11][C:10]([S:13](O)(=[O:15])=[O:14])=[CH:9][CH:8]=2)=[CH:4][CH:3]=1.S(Cl)([Cl:21])=O>CN(C=O)C>[F:1][C:2]1[CH:18]=[CH:17][C:5]([O:6][C:7]2[CH:12]=[CH:11][C:10]([S:13]([Cl:21])(=[O:15])=[O:14])=[CH:9][CH:8]=2)=[CH:4][CH:3]=1. Reported procedure: The sulphonic acid intermediate (2b) was then dissolved in an excess of thionyl chloride, a catalytic amount of DMF (few drops) was added, and the resulting mixture was stirred for 6 h at reflux. The solvent was evaporated and the residue dissolved in Et2O (40 mL). The ether solution was washed with 5% aqueous NaOH (3×40 mL) and water (6×40 mL), dried over anhydrous MgSO4, filtered, and concentrated in vacuo. After drying in high vacuum overnight, the pure product was obtained as a white solid. ... Reactants: C1CCOC1, COC(=O)c1ccc([N+](=O)[O-])cc1O, CC(C)OC(=O)N=NC(=O)OC(C)C, CC(C)(C)OC(=O)NCCO, c1ccc(P(c2ccccc2)c2ccccc2)cc1. Yields the product COC(=O)c1ccc([N+](=O)[O-])cc1OCCNC(=O)OC(C)(C)C. As a reaction SMILES: [CH2:59]1[O:60][CH2:61][CH2:62][CH2:63]1.[CH3:1][O:2][C:3]([c:4]1[c:5]([OH:13])[cH:6][c:7]([N+:10](=[O:11])[O-:12])[cH:8][cH:9]1)=[O:14].[O:45]=[C:46]([O:47][CH:48]([CH3:49])[CH3:50])[N:51]=[N:52][C:53]([O:54][CH:55]([CH3:56])[CH3:57])=[O:58].[OH:34][CH2:35][CH2:36][NH:37][C:38]([O:39][C:40]([CH3:41])([CH3:42])[CH3:43])=[O:44].[c:15]1([P:16]([c:17]2[cH:18][cH:19][cH:20][cH:21][cH:22]2)[c:23]2[cH:24][cH:25][cH:26][cH:27][cH:28]2)[cH:29][cH:30][cH:31][cH:32][cH:33]1>>[CH3:1][O:2][C:3]([c:4]1[c:5]([O:13][CH2:35][CH2:36][NH:37][C:38]([O:39][C:40]([CH3:41])([CH3:42])[CH3:43])=[O:44])[cH:6][c:7]([N+:10](=[O:11])[O-:12])[cH:8][cH:9]1)=[O:14]. Reactants: Cn1cc2ccc(NC(=O)c3c(F)cccc3NCc3ccnc(Br)c3)cc2n1, O=C([O-])[O-], [Cs+], [Cs+], CN(C)C=O, NC(=O)N1CCOCC1, C1COCCO1, O=C(C=Cc1ccccc1)C=Cc1ccccc1, O=C(C=Cc1ccccc1)C=Cc1ccccc1, O=C(C=Cc1ccccc1)C=Cc1ccccc1, [Pd], [Pd]. RXN SMILES: [Br:1][c:2]1[n:3][cH:4][cH:5][c:6]([CH2:8][NH:9][c:10]2[c:11]([C:12](=[O:13])[NH:14][c:15]3[cH:16][cH:17][c:18]4[cH:19][n:20]([CH3:24])[n:21][c:22]4[cH:23]3)[c:25]([F:29])[cH:26][cH:27][cH:28]2)[cH:7]1.[C:35](=[O:36])([O-:37])[O-:38].[Cs+:39].[Cs+:40].[O:30]=[CH:31][N:32]([CH3:33])[CH3:34].[O:41]1[CH2:42][CH2:43][N:44]([C:47](=[O:48])[NH2:49])[CH2:45][CH2:46]1.[O:50]1[CH2:51][CH2:52][O:53][CH2:54][CH2:55]1.[O:58]=[C:59]([CH:60]=[CH:61][c:62]1[cH:63][cH:64][cH:65][cH:66][cH:67]1)[CH:68]=[CH:69][c:70]1[cH:71][cH:72][cH:73][cH:74][cH:75]1.[O:76]=[C:77]([CH:78]=[CH:79][c:80]1[cH:81][cH:82][cH:83][cH:84][cH:85]1)[CH:86]=[CH:87][c:88]1[cH:89][cH:90][cH:91][cH:92][cH:93]1.[O:94]=[C:95]([CH:96]=[CH:97][c:98]1[cH:99][cH:100][cH:101][cH:102][cH:103]1)[CH:104]=[CH:105][c:106]1[cH:107][cH:108][cH:109][cH:110][cH:111]1.[Pd:56].[Pd:57]>>[c:2]1([NH:49][C:47]([N:44]2[CH2:43][CH2:42][O:41][CH2:46][CH2:45]2)=[O:48])[n:3][cH:4][cH:5][c:6]([CH2:8][NH:9][c:10]2[c:11]([C:12](=[O:13])[NH:14][c:15]3[cH:16][cH:17][c:18]4[cH:19][n:20]([CH3:24])[n:21][c:22]4[cH:23]3)[c:25]([F:29])[cH:26][cH:27][cH:28]2)[cH:7]1. Product: Cn1cc2ccc(NC(=O)c3c(F)cccc3NCc3ccnc(NC(=O)N4CCOCC4)c3)cc2n1.